Task: describe an organic reaction: reactants, conditions, products, and yield. Dataset: the Open Reaction Database (ORD), a public repository of structured organic reaction records As a reaction SMILES: CS[C:3]1[S:4]/[C:5](=[CH:9]\[C:10]2[CH:11]=[C:12]3[C:17](=[CH:18][CH:19]=2)[N:16]=[CH:15][CH:14]=[CH:13]3)/[C:6](=[O:8])[N:7]=1.[OH:20][C:21]([CH3:25])([CH3:24])[CH2:22][NH2:23].CCN(C(C)C)C(C)C>>[OH:20][C:21]([CH3:25])([CH3:24])[CH2:22][NH:23][C:3]1[S:4]/[C:5](=[CH:9]\[C:10]2[CH:11]=[C:12]3[C:17](=[CH:18][CH:19]=2)[N:16]=[CH:15][CH:14]=[CH:13]3)/[C:6](=[O:8])[N:7]=1. Reactants: CSC=1S\C(\C(N1)=O)=C/C=1C=C2C=CC=NC2=CC1 (2-methylsulfanyl-5-[1-quinolin-6-yl-meth-(Z)-ylidene]-thiazol-4-one), OC(CN)(C)C (2-hydroxy-2-methyl-propylamine), CCN(C(C)C)C(C)C (DIEA). Product: OC(CNC=1S\C(\C(N1)=O)=C/C=1C=C2C=CC=NC2=CC1)(C)C (2-(2-hydroxy-2-methyl-propylamino)-5-[1-quinolin-6-yl-meth-(Z)-ylidene]-thiazol-4-one). Procedure details: Then similar procedure as described in example 1b was used, starting from 2-methylsulfanyl-5-[1-quinolin-6-yl-meth-(Z)-ylidene]-thiazol-4-one, 2-hydroxy-2-methyl-propylamine and DIEA to give 2-(2-hydroxy-2-methyl-propylamino)-5-[1-quinolin-6-yl-meth-(Z)-ylidene]-thiazol-4-one. LC-MS m/e 328 (MH+).